Dataset: the Open Reaction Database (ORD), a public repository of structured organic reaction records. Task: describe an organic reaction: reactants, conditions, products, and yield The reactants are CC1(C)OC(C(O)CN2CCCCC2)C(CC2CCCCC2)N1C(=O)OCc1ccccc1, CCO, [Pd]. Reaction SMILES: [CH2:1]([O:2][C:3](=[O:7])[N:11]1[C:4]([CH3:5])([CH3:6])[O:13][CH:14]([CH:23]([CH2:24][N:25]2[CH2:26][CH2:27][CH2:28][CH2:29][CH2:30]2)[OH:31])[CH:15]1[CH2:16][CH:17]1[CH2:18][CH2:19][CH2:20][CH2:21][CH2:22]1)[c:8]1[cH:9][cH:10][cH:12][cH:32][cH:33]1.[CH3:34][CH2:35][OH:36].[Pd:37]>>[NH2:11][CH:15]([CH:14]([OH:13])[CH:23]([CH2:24][N:25]1[CH2:26][CH2:27][CH2:28][CH2:29][CH2:30]1)[OH:31])[CH2:16][CH:17]1[CH2:18][CH2:19][CH2:20][CH2:21][CH2:22]1. Yields the product NC(CC1CCCCC1)C(O)C(O)CN1CCCCC1. The reactants are ClC=1C=CC(=C(C1)C1=CC(N(C=C1OC)C(C(=O)O)CC)=O)C#N (2-[4-(5-chloro-2-cyanophenyl)-5-methoxy-2-oxopyridin-1(2H)-yl]butanoic acid), NC1=CC=C2C(N(N(C2=C1)C(=O)OC(C)(C)C)C)=O (tert-butyl 6-amino-2-methyl-3-oxo-2,3-dihydro-1H-indazole-1-carboxylate). The product is ClC=1C=CC(=C(C1)C1=CC(N(C=C1OC)C(C(=O)NC1=CC=C2C(N(N(C2=C1)C(=O)OC(C)(C)C)C)=O)CC)=O)C#N (tert-Butyl 6-({2-[4-(5-chloro-2-cyanophenyl)-5-methoxy-2-oxopyridin-1(2H)-yl]butanoyl}amino)-2-methyl-3-oxo-2,3-dihydro-1H-indazole-1-carboxylate). RXN SMILES: [Cl:1][C:2]1[CH:3]=[CH:4][C:5]([C:23]#[N:24])=[C:6]([C:8]2[C:13]([O:14][CH3:15])=[CH:12][N:11]([CH:16]([CH2:20][CH3:21])[C:17](O)=[O:18])[C:10](=[O:22])[CH:9]=2)[CH:7]=1.[NH2:25][C:26]1[CH:34]=[C:33]2[C:29]([C:30](=[O:43])[N:31]([CH3:42])[N:32]2[C:35]([O:37][C:38]([CH3:41])([CH3:40])[CH3:39])=[O:36])=[CH:28][CH:27]=1>>[Cl:1][C:2]1[CH:3]=[CH:4][C:5]([C:23]#[N:24])=[C:6]([C:8]2[C:13]([O:14][CH3:15])=[CH:12][N:11]([CH:16]([CH2:20][CH3:21])[C:17]([NH:25][C:26]3[CH:34]=[C:33]4[C:29]([C:30](=[O:43])[N:31]([CH3:42])[N:32]4[C:35]([O:37][C:38]([CH3:39])([CH3:40])[CH3:41])=[O:36])=[CH:28][CH:27]=3)=[O:18])[C:10](=[O:22])[CH:9]=2)[CH:7]=1. Procedure details: 87 mg (0.25 mmol) of 2-[4-(5-chloro-2-cyanophenyl)-5-methoxy-2-oxopyridin-1(2H)-yl]butanoic acid (racemate) and 74 mg (0.27 mmol, 1.1 eq.) of tert-butyl 6-amino-2-methyl-3-oxo-2,3-dihydro-1H-indazole-1-carboxylate were reacted according to General Method 5A. The crude product was purified by preparative HPLC (Reprosil C18, water/acetonitrile gradient). Yield: 112 mg (77% of theory) Reactants: S=c1[nH]c2ccc(Cc3ccccc3)cc2[nH]1, CCO, [Na+], [OH-], O, OCCCl. Yields the product OCCSc1nc2ccc(Cc3ccccc3)cc2[nH]1. Reaction SMILES: [CH2:1]([c:2]1[cH:3][cH:4][cH:5][cH:6][cH:7]1)[c:8]1[cH:9][c:10]2[c:11]([nH:12][c:13](=[S:15])[nH:14]2)[cH:16][cH:17]1.[CH3:25][CH2:26][OH:27].[Na+:19].[OH-:18].[OH2:20].[OH:21][CH2:22][CH2:23][Cl:24]>>[CH2:1]([c:2]1[cH:3][cH:4][cH:5][cH:6][cH:7]1)[c:8]1[cH:9][c:10]2[c:11]([n:12][c:13]([S:15][CH2:23][CH2:22][OH:21])[nH:14]2)[cH:16][cH:17]1. Reactants: ClC=1NC2=C(N1)C=CC=C2 (2-chlorobenzimidazole), FC=1C=C(N)C=C(C1)F (3,5-difluoroaniline). Product: N1=C(NC2=C1C=CC=C2)NC2=CC(=CC(=C2)F)F (N-(Benzimidazol-2-yl)-3,5-difluoroaniline), hydrochloride salt. RXN SMILES: Cl[C:2]1[NH:3][C:4]2[CH:10]=[CH:9][CH:8]=[CH:7][C:5]=2[N:6]=1.[F:11][C:12]1[CH:13]=[C:14]([CH:16]=[C:17]([F:19])[CH:18]=1)[NH2:15]>>[N:6]1[C:5]2[CH:7]=[CH:8][CH:9]=[CH:10][C:4]=2[NH:3][C:2]=1[NH:15][C:14]1[CH:13]=[C:12]([F:11])[CH:18]=[C:17]([F:19])[CH:16]=1. Reported procedure: The title compound was prepared from 2-chlorobenzimidazole and 3,5-difluoroaniline by Procedure A. The product was isolated by filtration to give the title compound as a hydrochloride salt (white solid, mp 292-293° C.). MS(ES+) m/z 246 ([M+1]+, 100). Starting materials: COC1=C(C=2C3=C(C(NC2C=C1)=O)SC=C3)C3=CC=C(C=C3)C3(CC3)C#N (1-[4-(8-methoxy-4-oxo-4,5-dihydrothieno[2,3-c]quinolin-9-yl)phenyl]cyclopropanecarbonitrile), BrB(Br)Br (tribromoborane). Yields the product OC1=C(C=2C3=C(C(NC2C=C1)=O)SC=C3)C3=CC=C(C=C3)C3(CC3)C#N (1-[4-(8-Hydroxy-4-oxo-4,5-dihydrothieno[2,3-c]quinolin-9-yl)phenyl]cyclopropanecarbonitrile). The yield is 27.6%. As a reaction SMILES: C[O:2][C:3]1[CH:12]=[CH:11][C:10]2[NH:9][C:8](=[O:13])[C:7]3[S:14][CH:15]=[CH:16][C:6]=3[C:5]=2[C:4]=1[C:17]1[CH:22]=[CH:21][C:20]([C:23]2([C:26]#[N:27])[CH2:25][CH2:24]2)=[CH:19][CH:18]=1.BrB(Br)Br>>[OH:2][C:3]1[CH:12]=[CH:11][C:10]2[NH:9][C:8](=[O:13])[C:7]3[S:14][CH:15]=[CH:16][C:6]=3[C:5]=2[C:4]=1[C:17]1[CH:22]=[CH:21][C:20]([C:23]2([C:26]#[N:27])[CH2:24][CH2:25]2)=[CH:19][CH:18]=1. Reported procedure: Following General Procedure F, 1-[4-(8-methoxy-4-oxo-4,5-dihydrothieno[2,3-c]quinolin-9-yl)phenyl]cyclopropanecarbonitrile (340 mg, 0.91 mmol) was reacted with tribromoborane (1.3 mL) to afford the desired product (90 mg, 28%) as a light brown solid: ESI MS m/z 359 [C21H14N2O2S+H]+. Starting materials: BrC1=CC(=C(C=C1)C(C(F)(F)F)=O)N1N=C(C=C1)C (1-[4-Bromo-2-(3-methyl-1H-pyrazol-1-yl)phenyl]-2,2,2-trifluoroethanone), C(=O)[O-].[K+] (potassium formate), C1(=CC=C(C=C1)S(=O)(=O)N[C@@H]([C@H](N)C1=CC=CC=C1)C1=CC=CC=C1)C ((1R,2R)-(−)-N-(4-toluene sulfonyl)-1,2-diphenyl ethylene diamine). Reagents/catalysts: C[Ir-4](C1C=CC=C1)(C)(C)(C)(C)Cl (Pentamethylcyclopentadienyl iridium (III) chloride). Solvent: C(C)#N (acetonitrile), O (water). Conditions: temperature 50 celsius. The product is BrC1=CC(=C(C=C1)[C@H](C(F)(F)F)O)N1N=C(C=C1)C ((R)-1-(4-Bromo-2-(3-methyl-1H-pyrazol-1-yl)phenyl)-2,2,2-trifluoroethanol). As a reaction SMILES: C1(C)C=CC(S(N[C@H](C2C=CC=CC=2)[C@@H](C2C=CC=CC=2)N)(=O)=O)=CC=1.[Br:27][C:28]1[CH:33]=[CH:32][C:31]([C:34](=[O:39])[C:35]([F:38])([F:37])[F:36])=[C:30]([N:40]2[CH:44]=[CH:43][C:42]([CH3:45])=[N:41]2)[CH:29]=1.C([O-])=O.[K+]>O.C(#N)C.C[Ir-4](Cl)(C)(C)(C)(C)C1C=CC=C1>[Br:27][C:28]1[CH:33]=[CH:32][C:31]([C@@H:34]([OH:39])[C:35]([F:38])([F:37])[F:36])=[C:30]([N:40]2[CH:44]=[CH:43][C:42]([CH3:45])=[N:41]2)[CH:29]=1 |f:2.3|. Reported procedure: Pentamethylcyclopentadienyl iridium (III) chloride dimer (CAS#12354-84-6) (10.4 mg) and (1R,2R)-(−)-N-(4-toluene sulfonyl)-1,2-diphenyl ethylene diamine (CAS#144222-34-4) (9.2 mg) were combined in water (120 mL), then heated to 50° C. for 5 h to provide the “Iridium complex.” 1-[4-Bromo-2-(3-methyl-1H-pyrazol-1-yl)phenyl]-2,2,2-trifluoroethanone (16 g, 48 mmol) was dissolved in acetonitrile (120 mL) to which the Iridium complex and potassium formate (3.1 g, 3.7 mmol) were added. The reaction mix... Starting materials: FC=1C=C2C(=C(C(C2=CC1)=CC1=CC=C(C=C1)S(=O)C)C)CC(=O)O (5-fluoro-2-methyl-1-(p-methylsulfinylbenzylidene)-3-indenylacetic acid), OOS(=O)[O-].[K+] (OXONE). The reagents and catalysts are S(=O)(=O)(O)[O-].C(CCC)[N+](CCCC)(CCCC)CCCC (tetrabutylammoniumhydrogensulfate). Solvent: C1CCOC1 (THF), O (H2O). Reaction conditions: time 24 hour. Yields the product FC=1C=C2C(=C(C(C2=CC1)=CC1=CC=C(C=C1)S(=O)(=O)C)C)CC(=O)O (5-fluoro-2-methyl-1-(p-methylsulfonylbenzylidene)-3-indenylacetic acid). RXN SMILES: [F:1][C:2]1[CH:3]=[C:4]2[C:8](=[CH:9][CH:10]=1)[C:7](=[CH:11][C:12]1[CH:17]=[CH:16][C:15]([S:18]([CH3:20])=[O:19])=[CH:14][CH:13]=1)[C:6]([CH3:21])=[C:5]2[CH2:22][C:23]([OH:25])=[O:24].[OH:26]OS([O-])=O.[K+]>C1COCC1.S([O-])(O)(=O)=O.C([N+](CCCC)(CCCC)CCCC)CCC.O>[F:1][C:2]1[CH:3]=[C:4]2[C:8](=[CH:9][CH:10]=1)[C:7](=[CH:11][C:12]1[CH:17]=[CH:16][C:15]([S:18]([CH3:20])(=[O:26])=[O:19])=[CH:14][CH:13]=1)[C:6]([CH3:21])=[C:5]2[CH2:22][C:23]([OH:25])=[O:24] |f:1.2,4.5|. Procedure details: To 5-fluoro-2-methyl-1-(p-methylsulfinylbenzylidene)-3-indenylacetic acid (12.0 g, 33.66 mmol) in 140 ml THF is added gradually at 0° C. a solution of OXONE (12.47 g, 36.72 mmol) and tetrabutylammoniumhydrogensulfate (1.0 g, 1.62 mmol) in 35 ml H2O. The temperature of the reaction mixture is maintained in the range of 13°-23° C. After 24 h at room temperature, the THF phase is separated from the water phase and is dripped into water (280 ml, 40° C.). The suspension is stirred until it reaches ro...